describe an organic reaction: reactants, conditions, products, and yield From a dataset of the Open Reaction Database (ORD), a public repository of structured organic reaction records. Reactants: ClC1=CC=NC=C1 (4-Chloropyridine), OS(=O)(=O)O (H2SO4), C(C(=O)C)(=O)OCC (Ethyl pyruvate), OO (hydrogen peroxide), ice. The reagents and catalysts are O.O.O.O.O.O.O.S(=O)(=O)([O-])[O-].[Fe+2] (Iron sulfate heptahydrate). Run in O (water), C1(=CC=CC=C1)C (Toluene), C1(=CC=CC=C1)C (Toluene), O (water). The product is N1=C(C=CC=C1)C(=O)O (2-Pyridinecarboxylic acid), ethyl ester. Isolated yield 90.0%. RXN SMILES: [C:1]([O:6]CC)(=[O:5])[C:2]([CH3:4])=O.OO.Cl[C:12]1C=C[N:15]=[CH:14][CH:13]=1.OS(O)(=O)=O>O.C1(C)C=CC=CC=1.O.O.O.O.O.O.O.S([O-])([O-])(=O)=O.[Fe+2]>[N:15]1[CH:14]=[CH:13][CH:12]=[CH:4][C:2]=1[C:1]([OH:6])=[O:5] |f:6.7.8.9.10.11.12.13.14|. Reported procedure: Ethyl pyruvate (0.9-3 eq.) was stirred and cooled (-20-+0° C.) and hydrogen peroxide (30-35%, 0.9-3 eq) was added dropwise. This solution and a solution of Iron sulfate heptahydrate (0.9-3 eq.) in water (1-5 vol.) were then slowly and simultaneously added dropwise into a stirred solution of 4-Chloropyridine (1 eq) in water (1-5 vol.) and conc. H2SO4 (1-4 eq.) and Toluene (0-20 vol.), keeping the temperature below 25° C. The mixture was then stirred at room temperature until the reaction is judge... Starting materials: O=C([O-])[O-], C=CCN, ClCCl, O=C(Cl)Cl, [K+], [K+], CC(c1ccccc1)N1CC(Oc2ccccn2)C1, c1ccccc1. The product is C=CCNC(=O)N1CC(Oc2ccccn2)C1. Reaction SMILES: [C:1](=[O:2])([O-:3])[O-:4].[CH2:30]([CH:31]=[CH2:32])[NH2:33].[CH2:34]([Cl:35])[Cl:36].[Cl:7][C:8]([Cl:9])=[O:10].[K+:5].[K+:6].[c:11]1([CH:17]([CH3:12])[N:19]2[CH2:20][CH:21]([O:23][c:24]3[n:25][cH:26][cH:27][cH:28][cH:29]3)[CH2:22]2)[cH:13][cH:14][cH:15][cH:16][cH:18]1.[cH:37]1[cH:38][cH:39][cH:40][cH:41][cH:42]1>>[O:10]=[C:17]([N:19]1[CH2:20][CH:21]([O:23][c:24]2[n:25][cH:26][cH:27][cH:28][cH:29]2)[CH2:22]1)[NH:33][CH2:30][CH:31]=[CH2:32]. The reactants are FC1=NC(=CC=C1C(C)=NO)F (1-(2,6-difluoropyridin-3-yl)ethanone oxime), [OH-].[Na+] (sodium hydroxide). Reagents/catalysts: [Zn] (Zinc). Run in FC(C(=O)O)(F)F (trifluoroacetic acid). Run at time 2 hour. Product: FC1=NC(=CC=C1C(C)N)F (1-(2,6-difluoropyridin-3-yl)ethylamine). Yield: 71.8%. RXN SMILES: [F:1][C:2]1[C:7]([C:8](=[N:10]O)[CH3:9])=[CH:6][CH:5]=[C:4]([F:12])[N:3]=1.[OH-].[Na+]>FC(F)(F)C(O)=O.[Zn]>[F:1][C:2]1[C:7]([CH:8]([NH2:10])[CH3:9])=[CH:6][CH:5]=[C:4]([F:12])[N:3]=1 |f:1.2|. Procedure details: Zinc (9.29 g) was added in three portions to a solution of 1-(2,6-difluoropyridin-3-yl)ethanone oxime (2.44 g) in trifluoroacetic acid (100 mL), and the reaction solution was stirred at room temperature for two hours. The reaction solution was made basic (pH 14) with 5 N sodium hydroxide and filtered through celite, and the celite was washed with chloroform. The organic layer was separated and dried over anhydrous magnesium sulfate, and the solvent was evaporated under reduced pressure to obtain... The reactants are FC1=C(C=C(C=C1)C1=NC=CC=C1C=1C=CC=2N(C1)C=NC2)C (6-(2-(4-Fluoro-3-methylphenyl)pyridin-3-yl)imidazo[1,5-a]pyridine), FC1=C(C=C(C=C1)C1=NC=CC=C1C=1C=CC=2N(C1)C=NC2)C (6-(2-(4-Fluoro-3-methylphenyl)pyridin-3-yl)imidazo[1,5-a]pyridine), FC1=C(C=C(C=C1)C1=NC=CC=C1C=1C=NC(=CC1)CN)C ((2′-(4-Fluoro-3-methylphenyl)-[3,3′-bipyridin]-6-yl)methanamine), C(=O)O (formic acid). Conditions: temperature 100 celsius, time 72 hour. The product is FC1=C(C=C(C=C1)C1=NC=CC=C1C=1C=NC(=CC1)CNC=O)C (N-((2′-(4-fluoro-3-methylphenyl)-[3,3′-bipyridin]-6-yl)methyl)formamide). RXN SMILES: [F:1][C:2]1[CH:7]=[CH:6][C:5]([C:8]2[C:13]([C:14]3[CH:15]=[CH:16][C:17]4[N:18]([CH:20]=[N:21][CH:22]=4)[CH:19]=3)=[CH:12][CH:11]=[CH:10][N:9]=2)=[CH:4][C:3]=1[CH3:23].FC1C=CC(C2C(C3C=NC(CN)=CC=3)=CC=CN=2)=CC=1C.C(O)=[O:47]>>[F:1][C:2]1[CH:7]=[CH:6][C:5]([C:8]2[C:13]([C:14]3[CH:19]=[N:18][C:17]([CH2:22][NH:21][CH:20]=[O:47])=[CH:16][CH:15]=3)=[CH:12][CH:11]=[CH:10][N:9]=2)=[CH:4][C:3]=1[CH3:23]. Reported procedure: 6-(2-(4-Fluoro-3-methylphenyl)pyridin-3-yl)imidazo[1,5-a]pyridine (Compound 269) can be prepared via the reactions shown in the first two steps of Scheme 20: (2′-(4-Fluoro-3-methylphenyl)-[3,3′-bipyridin]-6-yl)methanamine (2.18 g) and formic acid (15 mL) were stirred and heated under nitrogen atmosphere at 100° C. After 72 h, the reaction mixture was concentrated and partitioned between CH2Cl2/aq. NaHCO3. Usual work-up and purification by flash column chromatography (Combiflash® companion System... Reactants: BrC=1C=C2C(=NNC(C2=CC1)=O)Cl (6-bromo-4-chloro-2H-phthalazin-1-one), FC(OC1=C(CN)C=CC=C1)(F)F (2-(trifluoromethoxy)benzylamine), C=1C=CC(=CC1)P(C=2C=CC=CC2)C3=CC=C4C=CC=CC4=C3C5=C6C=CC=CC6=CC=C5P(C=7C=CC=CC7)C=8C=CC=CC8 (rac-BINAP), CC(C)(C)[O-].[Na+] (NaOtBu). Reagents/catalysts: C=1C=CC(=CC1)/C=C/C(=O)/C=C/C2=CC=CC=C2.C=1C=CC(=CC1)/C=C/C(=O)/C=C/C2=CC=CC=C2.C=1C=CC(=CC1)/C=C/C(=O)/C=C/C2=CC=CC=C2.[Pd].[Pd] (Pd2(dba)3). The solvent is CC(=O)N(C)C (DMA), CCOC(=O)C (EtOAc). Yields the product ClC1=NNC(C2=CC=C(C=C12)NCC1=C(C=CC=C1)OC(F)(F)F)=O (4-chloro-6-(2-trifluoromethoxy-benzylamino)-2H-phthalazin-1-one). Isolated yield 19.2%. Reaction SMILES: Br[C:2]1[CH:3]=[C:4]2[C:9](=[CH:10][CH:11]=1)[C:8](=[O:12])[NH:7][N:6]=[C:5]2[Cl:13].[F:14][C:15]([F:26])([F:25])[O:16][C:17]1[CH:24]=[CH:23][CH:22]=[CH:21][C:18]=1[CH2:19][NH2:20].C1C=CC(P(C2C(C3C(P(C4C=CC=CC=4)C4C=CC=CC=4)=CC=C4C=3C=CC=C4)=C3C(C=CC=C3)=CC=2)C2C=CC=CC=2)=CC=1.CC([O-])(C)C.[Na+]>CC(N(C)C)=O.CCOC(C)=O.C1C=CC(/C=C/C(/C=C/C2C=CC=CC=2)=O)=CC=1.C1C=CC(/C=C/C(/C=C/C2C=CC=CC=2)=O)=CC=1.C1C=CC(/C=C/C(/C=C/C2C=CC=CC=2)=O)=CC=1.[Pd].[Pd]>[Cl:13][C:5]1[C:4]2[C:9](=[CH:10][CH:11]=[C:2]([NH:20][CH2:19][C:18]3[CH:21]=[CH:22][CH:23]=[CH:24][C:17]=3[O:16][C:15]([F:14])([F:25])[F:26])[CH:3]=2)[C:8](=[O:12])[NH:7][N:6]=1 |f:3.4,7.8.9.10.11|. Procedure: A mixture 6-bromo-4-chloro-2H-phthalazin-1-one (150 mg, 0.578 mmol), 2-(trifluoromethoxy)benzylamine (122 mg, 0.636 mmol), Pd2(dba)3 (49 mg, 0.0535 mmol), rac-BINAP (104 mg, 0.167 mmol) and NaOtBu (142 mg, 1.478 mmol) in DMA (5 mL) was heated at 85° C. for 1.5 h. The mixture was allowed to cool, diluted with EtOAc and washed with water. The organic layer was washed with sat.aq. NaHCO3, brine and dried (Na2SO4). Chromatography on silica (EtOAc/hexanes) afforded 4-chloro-6-(2-trifluoromethoxy-benz... Reactants: CS(C)=O, [K+], [K+], O=C([O-])[O-], OO, N#Cc1ccccc1C=C1c2ccccc2CCc2ccccc21. Yields the product NC(=O)c1ccccc1C=C1c2ccccc2CCc2ccccc21. RXN SMILES: [CH3:33][S:34]([CH3:35])=[O:36].[K+:25].[K+:26].[O-:27][C:28]([O-:29])=[O:30].[OH:31][OH:32].[cH:1]1[cH:2][cH:3][cH:4][c:5]2[c:11]1[CH2:10][CH2:9][c:8]1[c:7]([cH:15][cH:14][cH:13][cH:12]1)[C:6]2=[CH:16][c:17]1[c:18]([C:19]#[N:20])[cH:21][cH:22][cH:23][cH:24]1>>[cH:1]1[cH:2][cH:3][cH:4][c:5]2[c:11]1[CH2:10][CH2:9][c:8]1[c:7]([cH:15][cH:14][cH:13][cH:12]1)[C:6]2=[CH:16][c:17]1[c:18]([C:19]([NH2:20])=[O:27])[cH:21][cH:22][cH:23][cH:24]1.